This data is from the Open Reaction Database (ORD), a public repository of structured organic reaction records. The task is: describe an organic reaction: reactants, conditions, products, and yield The reactants are CO, Cl, C1COCCO1, CC(C)(C)OC(=O)N1CCC(Nc2nc(-c3ccccc3O)nc3ccc(C#CCO)cc23)C1. Product: OCC#Cc1ccc2nc(-c3ccccc3O)nc(NC3CCNC3)c2c1. Reaction SMILES: [CH3:36][OH:37].[ClH:35].[O:38]1[CH2:39][CH2:40][O:41][CH2:42][CH2:43]1.[OH:1][c:2]1[c:3](-[c:8]2[n:9][c:10]3[cH:11][cH:12][c:13]([C:31]#[C:32][CH2:33][OH:34])[cH:14][c:15]3[c:16]([NH:18][CH:19]3[CH2:20][N:21]([C:24]([O:25][C:26]([CH3:27])([CH3:28])[CH3:29])=[O:30])[CH2:22][CH2:23]3)[n:17]2)[cH:4][cH:5][cH:6][cH:7]1>>[OH:1][c:2]1[c:3](-[c:8]2[n:9][c:10]3[cH:11][cH:12][c:13]([C:31]#[C:32][CH2:33][OH:34])[cH:14][c:15]3[c:16]([NH:18][CH:19]3[CH2:20][NH:21][CH2:22][CH2:23]3)[n:17]2)[cH:4][cH:5][cH:6][cH:7]1. Reactants: COC(C1=CC(=C(C=C1)Cl)N=CC1=CC(=CC=C1)Br)=O (3-[(3-bromo-benzylidene)-amino]-4-chloro-benzoic acid methyl ester), O.[O-]S(=O)(=O)C(F)(F)F.[Yb+3].[O-]S(=O)(=O)C(F)(F)F.[O-]S(=O)(=O)C(F)(F)F (ytterbium(III) triflate hydrate), C(C(C)C)=O (isobutyraldehyde), O (water). Run in O1CCCC1 (tetrahydrofuran). Conditions: temperature 25 celsius, time 16 hour. Product: COC(=O)C=1C=2C(C(C(NC2C(=CC1)Cl)C1=CC(=CC=C1)Br)(C)C)O (2-(3-bromo-phenyl)-8-chloro-4-hydroxy-3,3-dimethyl-1,2,3,4-tetrahydro-quinoline-5-carboxylic acid methyl ester). Yield: 99.8%. Reaction SMILES: [CH3:1][O:2][C:3](=[O:20])[C:4]1[CH:9]=[CH:8][C:7]([Cl:10])=[C:6]([N:11]=[CH:12][C:13]2[CH:18]=[CH:17][CH:16]=[C:15]([Br:19])[CH:14]=2)[CH:5]=1.O.[O-]S(C(F)(F)F)(=O)=O.[Yb+3].[O-]S(C(F)(F)F)(=O)=O.[O-]S(C(F)(F)F)(=O)=O.[CH:47](=[O:51])[CH:48]([CH3:50])[CH3:49].O>O1CCCC1>[CH3:1][O:2][C:3]([C:4]1[C:5]2[CH:47]([OH:51])[C:48]([CH3:50])([CH3:49])[CH:12]([C:13]3[CH:18]=[CH:17][CH:16]=[C:15]([Br:19])[CH:14]=3)[NH:11][C:6]=2[C:7]([Cl:10])=[CH:8][CH:9]=1)=[O:20] |f:1.2.3.4.5|. Reported procedure: To a stirred mixture solution of 3-[(3-bromo-benzylidene)-amino]-4-chloro-benzoic acid methyl ester (39.8 g, 113.2 mmol) and ytterbium(III) triflate hydrate (10.5 g, 16.9 mmol) in dry tetrahydrofuran (100 mL) at 25° C. was added isobutyraldehyde (10.4 mL, 113.2 mmol) and water (2.1 mL, 113.2 mmol) dropwise. The reaction mixture was stirred at 25° C. for 16 h. Then the reaction mixture was concentrated in vacuo and the residue was extracted with ethyl acetate (2×200 mL), washed with brine, dried ... The reactants are [BH4-], COC(=O)c1ccc(C(=O)c2ccccc2)cc1, ClC(Cl)Cl, [Na+], O=C(O)C(F)(F)F. The product is COC(=O)c1ccc(Cc2ccccc2)cc1. As a reaction SMILES: [BH4-:8].[C:10]([c:11]1[cH:12][cH:13][cH:14][cH:15][cH:16]1)(=[O:17])[c:18]1[cH:19][cH:20][c:21]([C:22](=[O:23])[O:24][CH3:25])[cH:26][cH:27]1.[CH:28]([Cl:29])([Cl:30])[Cl:31].[Na+:9].[OH:1][C:2]([C:3]([F:4])([F:5])[F:6])=[O:7]>>[CH2:10]([c:11]1[cH:12][cH:13][cH:14][cH:15][cH:16]1)[c:18]1[cH:19][cH:20][c:21]([C:22](=[O:23])[O:24][CH3:25])[cH:26][cH:27]1.